This data is from the Open Reaction Database (ORD), a public repository of structured organic reaction records. The task is: describe an organic reaction: reactants, conditions, products, and yield Reactants: CC(=CCCN1CCC(CC1)NC(C(O)(C=1OC=CC1)C1CCCC1)=O)C (N-[1-(4-Methyl-3-pentenyl)piperidin-4-yl]-2-cyclopentyl-2-(2-furyl)-2-hydroxyacetamide), Cl.Cl.NC1CCN(CC1)CC1CCCCCC1 (4-amino-1-(cycloheptylmethyl)piperidine dihydrochloride). The product is C1(CCCCCC1)CN1CCC(CC1)NC(C(O)(C1CCCC1)C=1OC=CC1)=O (N-[1-(Cycloheptylmethyl)piperidin-4-yl]-2-(2-furyl)-2-cyclopentyl-2-hydroxyacetamide). Reaction SMILES: [CH3:1][C:2](C)=[CH:3][CH2:4][CH2:5][N:6]1[CH2:11][CH2:10][CH:9]([NH:12][C:13](=[O:26])[C:14]([CH:21]2[CH2:25][CH2:24][CH2:23][CH2:22]2)([C:16]2[O:17][CH:18]=[CH:19][CH:20]=2)[OH:15])[CH2:8][CH2:7]1.Cl.Cl.N[CH:31]1[CH2:36]CN(CC2CCCCCC2)C[CH2:32]1>>[CH:4]1([CH2:5][N:6]2[CH2:7][CH2:8][CH:9]([NH:12][C:13](=[O:26])[C:14]([C:16]3[O:17][CH:18]=[CH:19][CH:20]=3)([CH:21]3[CH2:22][CH2:23][CH2:24][CH2:25]3)[OH:15])[CH2:10][CH2:11]2)[CH2:36][CH2:31][CH2:32][CH2:1][CH2:2][CH2:3]1 |f:1.2.3|. Reported procedure: The title compound was prepared in the same manner as described in Step 4 of Example 22 using 2-cyclopentyl-2-(2-furyl)-2-hydroxyacetic acid obtained in Example 50 and 4-amino-1-(cycloheptylmethyl)piperidine dihydrochloride. Reactants: BrCc1ccccc1, O=C([O-])[O-], CS(C)=O, [Cs+], [Cs+], O=Cc1ccc(O)cc1. Product: O=Cc1ccc(OCc2ccccc2)cc1. As a reaction SMILES: [Br:10][CH2:11][c:12]1[cH:13][cH:14][cH:15][cH:16][cH:17]1.[C:18](=[O:19])([O-:20])[O-:21].[CH3:24][S:25]([CH3:26])=[O:27].[Cs+:22].[Cs+:23].[OH:1][c:2]1[cH:3][cH:4][c:5]([CH:6]=[O:7])[cH:8][cH:9]1>>[O:1]([c:2]1[cH:3][cH:4][c:5]([CH:6]=[O:7])[cH:8][cH:9]1)[CH2:11][c:12]1[cH:13][cH:14][cH:15][cH:16][cH:17]1.